Dataset: the Open Reaction Database (ORD), a public repository of structured organic reaction records. Task: describe an organic reaction: reactants, conditions, products, and yield The reactants are CCOC(C)=O, CCO, CC(C)NC(C)C, BrCC1CCCCC1, Cc1ccc(NC2CCNCC2)nc1. The product is Cc1ccc(NC2CCN(CC3CCCCC3)CC2)nc1. Reaction SMILES: [CH3:30][CH2:31][O:32][C:33](=[O:34])[CH3:35].[CH3:36][CH2:37][OH:38].[CH:15]([NH:16][CH:17]([CH3:18])[CH3:19])([CH3:20])[CH3:21].[CH:22]1([CH2:28][Br:29])[CH2:23][CH2:24][CH2:25][CH2:26][CH2:27]1.[NH:1]1[CH2:2][CH2:3][CH:4]([NH:7][c:8]2[n:9][cH:10][c:11]([CH3:14])[cH:12][cH:13]2)[CH2:5][CH2:6]1>>[N:1]1([CH2:28][CH:22]2[CH2:23][CH2:24][CH2:25][CH2:26][CH2:27]2)[CH2:2][CH2:3][CH:4]([NH:7][c:8]2[n:9][cH:10][c:11]([CH3:14])[cH:12][cH:13]2)[CH2:5][CH2:6]1. The reactants are C(C=C)(=O)C1=NC(=C2NC=NC2=N1)N (acryloyladenine), C(C(=C)C)(=O)Cl (methacryloyl chloride). Product: C(C(=C)C)(=O)C1=NC(=C2NC=NC2=N1)N (Methacryloyladenine). Reaction SMILES: [C:1]([C:5]1[N:13]=[C:12]2[C:8]([NH:9][CH:10]=[N:11]2)=[C:7]([NH2:14])[N:6]=1)(=[O:4])[CH:2]=[CH2:3].[C:15](Cl)(=O)C(C)=C>>[C:1]([C:5]1[N:13]=[C:12]2[C:8]([NH:9][CH:10]=[N:11]2)=[C:7]([NH2:14])[N:6]=1)(=[O:4])[C:2]([CH3:15])=[CH2:3]. Procedure: All procedural steps and molar ratios were the same as those for the preparation of acryloyladenine, except that methacryloyl chloride was used instead of acryloyl chloride. The yield of MAD was 85%. The IR spectra showed the same bands as the IR spectra of AAD. Starting materials: CC#N, CC(C)CCn1c(Cn2c(=O)n(C(C)C)c3ccccc32)nc2c(C=O)cccc21, [O-][Cl+][O-], [Na+], [Na+], [OH-], O. The product is COCc1cccc2c1nc(Cn1c(=O)n(C(C)C)c3ccccc31)n2CCC(C)C. RXN SMILES: [CH3:37][C:38]#[N:39].[CH:1]([CH3:2])([CH3:3])[n:4]1[c:5](=[O:30])[n:6]([CH2:13][c:14]2[n:15][c:16]3[c:17]([n:18]2[CH2:19][CH2:20][CH:21]([CH3:22])[CH3:23])[cH:24][cH:25][cH:26][c:27]3[CH:28]=[O:29])[c:7]2[c:8]1[cH:9][cH:10][cH:11][cH:12]2.[Cl+:31]([O-:32])[O-:33].[Na+:34].[Na+:36].[OH-:35].[OH2:40]>>[CH:1]([CH3:2])([CH3:3])[n:4]1[c:5](=[O:30])[n:6]([CH2:13][c:14]2[n:15][c:16]3[c:17]([n:18]2[CH2:19][CH2:20][CH:21]([CH3:22])[CH3:23])[cH:24][cH:25][cH:26][c:27]3[CH2:28][O:29][CH3:37])[c:7]2[c:8]1[cH:9][cH:10][cH:11][cH:12]2. The product is ClC1=CC(=C(NC2=CC=C(C=C2)CCO)C=C1)[N+](=O)[O-] (2-[4-(4-Chloro-2-nitroanilino)phenyl]ethanol). Starting materials: ClC1=C(C=C(C=C1)Cl)[N+](=O)[O-] (2,5-dichloronitrobenzene), NC1=CC=C(C=C1)CCO (4-aminophenylethyl alcohol). As a reaction SMILES: Cl[C:2]1[CH:7]=[CH:6][C:5]([Cl:8])=[CH:4][C:3]=1[N+:9]([O-:11])=[O:10].[NH2:12][C:13]1[CH:18]=[CH:17][C:16]([CH2:19][CH2:20][OH:21])=[CH:15][CH:14]=1>>[Cl:8][C:5]1[CH:6]=[CH:7][C:2]([NH:12][C:13]2[CH:18]=[CH:17][C:16]([CH2:19][CH2:20][OH:21])=[CH:15][CH:14]=2)=[C:3]([N+:9]([O-:11])=[O:10])[CH:4]=1. Procedure: The title compound was prepared according to the procedure described in step 3 of Example 1 from 2,5-dichloronitrobenzene and 4-aminophenylethyl alcohol. The reactants are FC1=CC(=CC=2OC(COC21)COS(=O)(=O)C2=CC=C(C=C2)C)S(=O)(=O)C ([5-fluoro-7-(methylsulfonyl)-2,3-dihydro-1,4-benzodioxin-2-yl]methyl-4-methylbenzenesulfonate), ( 8 ), ( 8 ), CC(CN)C (2-methylpropan-1-amine), ( 38 ). Solvent: C(C)#N (ACN). Product: FC1=CC(=CC=2OC(COC21)CNCC(C)C)S(=O)(=O)C (N-{[5-FLUORO-7-(METHYLSULFONYL)-2,3-DIHYDRO-1,4-BENZODIOXIN-2-YL]METHYL}-2-METHYLPROPAN-1-AMINE). As a reaction SMILES: [F:1][C:2]1[C:11]2[O:10][CH2:9][CH:8]([CH2:12]OS(C3C=CC(C)=CC=3)(=O)=O)[O:7][C:6]=2[CH:5]=[C:4]([S:24]([CH3:27])(=[O:26])=[O:25])[CH:3]=1.[CH3:28][CH:29]([CH3:32])[CH2:30][NH2:31]>C(#N)C>[F:1][C:2]1[C:11]2[O:10][CH2:9][CH:8]([CH2:12][NH:31][CH2:30][CH:29]([CH3:32])[CH3:28])[O:7][C:6]=2[CH:5]=[C:4]([S:24]([CH3:27])(=[O:25])=[O:26])[CH:3]=1. Procedure: Preparation according to Example 42 using [5-fluoro-7-(methylsulfonyl)-2,3-dihydro-1,4-benzodioxin-2-yl]methyl-4-methylbenzenesulfonate (0.005 g, 0.012 mmol), 2-methylpropan-1-amine (0.5 ml), ACN (2.5 ml). MS m/z (rel. intensity, 70 eV) 317 (M+, 2), 274 (38), 86 (bp), 70 (8), 57 (8). Starting materials: COc1cc(C(=O)N2CCC(CCOS(C)(=O)=O)(c3ccccc3)C2)cc(OC)c1OC, CC#N, CCN(C(C)C)C(C)C, ClCCl, I, c1ccc2c(c1)nc(N1CCCNCC1)n2CCn1ccnc1. The product is COc1cc(C(=O)N2CCC(CCN3CCCN(c4nc5ccccc5n4CCn4ccnc4)CC3)(c3ccccc3)C2)cc(OC)c1OC. RXN SMILES: [CH3:1][O:2][c:3]1[cH:4][c:5]([C:6](=[O:7])[N:8]2[CH2:9][C:10]([CH2:13][CH2:14][O:15][S:16]([CH3:17])(=[O:18])=[O:19])([c:20]3[cH:21][cH:22][cH:23][cH:24][cH:25]3)[CH2:11][CH2:12]2)[cH:26][c:27]([O:31][CH3:32])[c:28]1[O:29][CH3:30].[CH3:66][C:67]#[N:68].[CH:57]([N:58]([CH2:59][CH3:60])[CH:61]([CH3:62])[CH3:63])([CH3:64])[CH3:65].[Cl:69][CH2:70][Cl:71].[IH:33].[n:34]1([CH2:39][CH2:40][n:41]2[c:42]([N:50]3[CH2:51][CH2:52][NH:53][CH2:54][CH2:55][CH2:56]3)[n:43][c:44]3[c:45]2[cH:46][cH:47][cH:48][cH:49]3)[cH:35][n:36][cH:37][cH:38]1>>[CH3:1][O:2][c:3]1[cH:4][c:5]([C:6](=[O:7])[N:8]2[CH2:9][C:10]([CH2:13][CH2:14][N:53]3[CH2:52][CH2:51][N:50]([c:42]4[n:41]([CH2:40][CH2:39][n:34]5[cH:35][n:36][cH:37][cH:38]5)[c:45]5[c:44]([n:43]4)[cH:49][cH:48][cH:47][cH:46]5)[CH2:56][CH2:55][CH2:54]3)([c:20]3[cH:21][cH:22][cH:23][cH:24][cH:25]3)[CH2:11][CH2:12]2)[cH:26][c:27]([O:31][CH3:32])[c:28]1[O:29][CH3:30]. Reactants: ClC1=NC=CC(=N1)C1=C(N=C(S1)C(C)(C)C)C=1C(=C(C=CC1)NS(=O)(=O)C1=C(C=CC(=C1)F)F)F (N-{3-[5-(2-chloro-4-pyrimidinyl)-2-(1,1-dimethylethyl)-1,3-thiazol-4-yl]-2-fluorophenyl}-2,5-difluorobenzenesulfonamide), solution, [Cl-].C[Zn+] (methylzinc chloride). The reagents and catalysts are C=1C=CC(=CC1)[P](C=2C=CC=CC2)(C=3C=CC=CC3)[Pd]([P](C=4C=CC=CC4)(C=5C=CC=CC5)C=6C=CC=CC6)([P](C=7C=CC=CC7)(C=8C=CC=CC8)C=9C=CC=CC9)[P](C=1C=CC=CC1)(C=1C=CC=CC1)C=1C=CC=CC1 (tetrakis(triphenylphosphine)palladium). Solvent: C1CCOC1 (THF), C1CCOC1 (THF). Conditions: temperature 60 celsius, time 16 hour. The product is CC(C)(C)C=1SC(=C(N1)C=1C(=C(C=CC1)NS(=O)(=O)C1=C(C=CC(=C1)F)F)F)C1=NC(=NC=C1)C (N-{3-[2-(1,1-Dimethylethyl)-5-(2-methyl-4-pyrimidinyl)-1,3-thiazol-4-yl]-2-fluorophenyl}-2,5-difluorobenzenesulfonamide). Yield: 46.8%. Reaction SMILES: Cl[C:2]1[N:7]=[C:6]([C:8]2[S:12][C:11]([C:13]([CH3:16])([CH3:15])[CH3:14])=[N:10][C:9]=2[C:17]2[C:18]([F:35])=[C:19]([NH:23][S:24]([C:27]3[CH:32]=[C:31]([F:33])[CH:30]=[CH:29][C:28]=3[F:34])(=[O:26])=[O:25])[CH:20]=[CH:21][CH:22]=2)[CH:5]=[CH:4][N:3]=1.[Cl-].[CH3:37][Zn+]>C1COCC1.C1C=CC([P]([Pd]([P](C2C=CC=CC=2)(C2C=CC=CC=2)C2C=CC=CC=2)([P](C2C=CC=CC=2)(C2C=CC=CC=2)C2C=CC=CC=2)[P](C2C=CC=CC=2)(C2C=CC=CC=2)C2C=CC=CC=2)(C2C=CC=CC=2)C2C=CC=CC=2)=CC=1>[CH3:14][C:13]([C:11]1[S:12][C:8]([C:6]2[CH:5]=[CH:4][N:3]=[C:2]([CH3:37])[N:7]=2)=[C:9]([C:17]2[C:18]([F:35])=[C:19]([NH:23][S:24]([C:27]3[CH:32]=[C:31]([F:33])[CH:30]=[CH:29][C:28]=3[F:34])(=[O:26])=[O:25])[CH:20]=[CH:21][CH:22]=2)[N:10]=1)([CH3:16])[CH3:15] |f:1.2,^1:47,49,68,87|. Procedure details: To a suspension of N-{3-[5-(2-chloro-4-pyrimidinyl)-2-(1,1-dimethylethyl)-1,3-thiazol-4-yl]-2-fluorophenyl}-2,5-difluorobenzenesulfonamide (200 mg, 0.371 mmol) and tetrakis(triphenylphosphine)palladium (8.6 mg, 7.4 μmol) in THF (5 mL) was added a 2 M solution of methylzinc chloride in THF (0.371 mL, 0.742 mmol). The suspension was stirred for 16 h at 60° C. The reaction mixture was partitioned between water and EtOAc, and the aqueous layer was extracted with EtOAc. The combined organic layers we... Starting materials: CC=1C=CC(=C(C(=O)OC)C1)C=1C=NN(C1)C (methyl 5-methyl-2-(1-methyl-1H-pyrazol-4-yl)benzoate), BrC1=C2C=NC(=NC2=CC=C1)NC[C@H]1N(CCC[C@H]1C)C(=O)C1=C(C=CC(=C1)C)N1N=CC=N1 (((2S,3R)-2-(((5-bromoquinazolin-2-yl)amino)methyl)-3-methylpiperidin-1-yl)(5-methyl-2-(2H-1,2,3-triazol-2-yl)phenyl)methanone), CB1OB(OB(O1)C)C (2,4,6-trimethyl-1,3,5,2,4,6-trioxatriborinane). Product: C[C@H]1[C@H](N(CCC1)C(=O)C1=C(C=CC(=C1)C)N1N=CC=N1)CNC1=NC2=CC=CC(=C2C=N1)C (((2S,3R)-3-Methyl-2-(((5-methylquinazolin-2-yl)amino)methyl)piperidin-1-yl)(5-methyl-2-(2H-1,2,3-triazol-2-yl)phenyl)methanone). Reaction SMILES: [CH3:1]C1C=CC(C2C=NN(C)C=2)=C(C=1)C(OC)=O.Br[C:19]1[CH:28]=[CH:27][CH:26]=[C:25]2[C:20]=1[CH:21]=[N:22][C:23]([NH:29][CH2:30][C@@H:31]1[C@H:36]([CH3:37])[CH2:35][CH2:34][CH2:33][N:32]1[C:38]([C:40]1[CH:45]=[C:44]([CH3:46])[CH:43]=[CH:42][C:41]=1[N:47]1[N:51]=[CH:50][CH:49]=[N:48]1)=[O:39])=[N:24]2.CB1OB(C)OB(C)O1>>[CH3:37][C@@H:36]1[CH2:35][CH2:34][CH2:33][N:32]([C:38]([C:40]2[CH:45]=[C:44]([CH3:46])[CH:43]=[CH:42][C:41]=2[N:47]2[N:51]=[CH:50][CH:49]=[N:48]2)=[O:39])[C@@H:31]1[CH2:30][NH:29][C:23]1[N:22]=[CH:21][C:20]2[C:25](=[CH:26][CH:27]=[CH:28][C:19]=2[CH3:1])[N:24]=1. Procedure details: The title compound was prepared following the same general protocol as described for methyl 5-methyl-2-(1-methyl-1H-pyrazol-4-yl)benzoate in Example A1, using ((2S,3R)-2-(((5-bromoquinazolin-2-yl)amino)methyl)-3-methylpiperidin-1-yl)(5-methyl-2-(2H-1,2,3-triazol-2-yl)phenyl)methanone and 2,4,6-trimethyl-1,3,5,2,4,6-trioxatriborinane. ESI-MS (m/z): 456 [M+1]+. The reactants are CS(=O)(=O)Cl (methanesulfonyl chloride), O[C@@](C([C@H](CC1=CC=CC=C1)NC([C@H](COC)NC([C@H](COC)NC(=O)C1=CN=C(S1)C)=O)=O)=O)(CO)C (N—((S)-1-(((S)-1-(((2S,4R)-4,5-dihydroxy-4-methyl-3-oxo-1-phenylpentan-2-yl)amino)-3-methoxy-1-oxopropan-2-yl)amino)-3-methoxy-1-oxopropan-2-yl)-2-methylthiazole-5-carboxamide). Product: CS(=O)(=O)OC[C@@](C([C@H](CC1=CC=CC=C1)NC([C@H](COC)NC([C@H](COC)NC(=O)C1=CN=C(S1)C)=O)=O)=O)(C)O ((2R,4S)-2-Hydroxy-4-((S)-3-methoxy-2-((S)-3-methoxy-2-(2-methylthiazole-5-carboxamido)propanamido)propanamido)-2-methyl-3-oxo-5-phenylpentyl methanesulfonate). Reaction SMILES: [CH3:1][S:2](Cl)(=[O:4])=[O:3].[OH:6][C@:7]([CH3:43])([CH2:41][OH:42])[C:8](=[O:40])[C@@H:9]([NH:17][C:18](=[O:39])[C@@H:19]([NH:23][C:24](=[O:38])[C@@H:25]([NH:29][C:30]([C:32]1[S:36][C:35]([CH3:37])=[N:34][CH:33]=1)=[O:31])[CH2:26][O:27][CH3:28])[CH2:20][O:21][CH3:22])[CH2:10][C:11]1[CH:16]=[CH:15][CH:14]=[CH:13][CH:12]=1>>[CH3:1][S:2]([O:42][CH2:41][C@:7]([OH:6])([CH3:43])[C:8](=[O:40])[C@@H:9]([NH:17][C:18](=[O:39])[C@@H:19]([NH:23][C:24](=[O:38])[C@@H:25]([NH:29][C:30]([C:32]1[S:36][C:35]([CH3:37])=[N:34][CH:33]=1)=[O:31])[CH2:26][O:27][CH3:28])[CH2:20][O:21][CH3:22])[CH2:10][C:11]1[CH:16]=[CH:15][CH:14]=[CH:13][CH:12]=1)(=[O:4])=[O:3]. Procedure details: Prepared according to procedures described above, by reacting methanesulfonyl chloride with N—((S)-1-(((S)-1-(((2S,4R)-4,5-dihydroxy-4-methyl-3-oxo-1-phenylpentan-2-yl)amino)-3-methoxy-1-oxopropan-2-yl)amino)-3-methoxy-1-oxopropan-2-yl)-2-methylthiazole-5-carboxamide. MS for C26H36N4O10S2 m/z: 629 (M+H)+. The yield is 85.0%. Yields the product ClC=1C=C(C=C2C=CC(=CC12)O)C1=CC=C(C=C1)O (8-Chloro-6-(4-hydroxyphenyl)-2-naphthol), product. Starting materials: ClC=1C=C(C=C2C=CC(=CC12)O)C1=CC=C(C=C1)OC (8-chloro-6-(4-methoxyphenyl)-2-naphthol), B(Br)(Br)Br (boron tribromide). Reported procedure: The title compound was prepared by reacting 8-chloro-6-(4-methoxyphenyl)-2-naphthol (0.10 g, 0.35 mmol) with boron tribromide (0.9 mL of 1N solution, 0.9 mmol) according to method D to yield 0.080 g (85%) of product which was further purified by reverse phase preparative HPLC to yield the title compound as a white solid: mp 204-206° C.; 1H NMR (DMSO-d6): δ 6.87 (2H, d, J=8.61 Hz), 7.17 (1H, dd, J=2.34 Hz, J=8.83 Hz), 7.38 (1H, d, J=2.26 Hz), 7.62 (2H, d, J=8.59 Hz), 7.85 (1H, d, J=1.64 Hz), 7.90... RXN SMILES: [Cl:1][C:2]1[CH:3]=[C:4]([C:13]2[CH:18]=[CH:17][C:16]([O:19]C)=[CH:15][CH:14]=2)[CH:5]=[C:6]2[C:11]=1[CH:10]=[C:9]([OH:12])[CH:8]=[CH:7]2.B(Br)(Br)Br>>[Cl:1][C:2]1[CH:3]=[C:4]([C:13]2[CH:14]=[CH:15][C:16]([OH:19])=[CH:17][CH:18]=2)[CH:5]=[C:6]2[C:11]=1[CH:10]=[C:9]([OH:12])[CH:8]=[CH:7]2.